Dataset: the Open Reaction Database (ORD), a public repository of structured organic reaction records. Task: describe an organic reaction: reactants, conditions, products, and yield As a reaction SMILES: [C:1]([NH2:9])(=[O:8])[C:2]1[CH:7]=[CH:6][CH:5]=[CH:4][CH:3]=1.Cl[CH2:11][C:12](=O)[CH2:13][CH2:14][CH2:15][CH2:16][CH2:17][CH2:18][O:19][C:20]([CH3:26])([CH3:25])[C:21]([O:23][CH3:24])=[O:22]>C(OCC)(=O)C>[CH3:26][C:20]([O:19][CH2:18][CH2:17][CH2:16][CH2:15][CH2:14][CH2:13][C:12]1[N:9]=[C:1]([C:2]2[CH:7]=[CH:6][CH:5]=[CH:4][CH:3]=2)[O:8][CH:11]=1)([CH3:25])[C:21]([O:23][CH3:24])=[O:22]. Yield: 48.3%. Procedure details: A mixture of 956 mg of benzamide and 1.1 g of methyl 2-(8-chloro-7-oxooctyloxy)-2-methylpropionate was stirred for 2 hours at 120° C. The reaction solution was cooled, dissolved in ethyl acetate, washed by adding sodium hydrogencarbonate, washed with water, dried over anhydrous magnesium sulfate and concentrated. The residue was purified by silica gel column chromatography (Wakogel® C-200, n-hexane: ethyl acetate=9:1) to provide 658 mg of the objective compound as colorless oil. Reaction conditions: temperature 120 celsius, time 2 hour. Reactants: C(C1=CC=CC=C1)(=O)N (benzamide), ClCC(CCCCCCOC(C(=O)OC)(C)C)=O (methyl 2-(8-chloro-7-oxooctyloxy)-2-methylpropionate). Solvent: C(C)(=O)OCC (ethyl acetate). The product is CC(C(=O)OC)(C)OCCCCCCC=1N=C(OC1)C1=CC=CC=C1 (Methyl 2-methyl-2-[6-(2-phenyloxazol-4-yl)hexyloxy]-propionate). Run at time 1.5 hour. RXN SMILES: ClCC([NH:5][C:6]1[S:7][CH:8]=[C:9](/[C:11](=[N:41]/[O:42][CH3:43])/[C:12]([NH:14][C@@H:15]2[C:25](=[O:26])[N:24]3[C@@H:16]2[S:17][CH2:18][C@H:19]2[C@:23]3([C:27]([O:29][CH2:30][C:31]3[CH:36]=[CH:35][C:34]([N+:37]([O-:39])=[O:38])=[CH:33][CH:32]=3)=[O:28])[O:22][C:21](=[O:40])[CH2:20]2)=[O:13])[N:10]=1)=O.CNC(=S)[S-].[Na+].C(OCC)(=O)C>CN(C)C=O>[NH2:5][C:6]1[S:7][CH:8]=[C:9](/[C:11](=[N:41]/[O:42][CH3:43])/[C:12]([NH:14][C@@H:15]2[C:25](=[O:26])[N:24]3[C@@H:16]2[S:17][CH2:18][C@H:19]2[C@:23]3([C:27]([O:29][CH2:30][C:31]3[CH:32]=[CH:33][C:34]([N+:37]([O-:39])=[O:38])=[CH:35][CH:36]=3)=[O:28])[O:22][C:21](=[O:40])[CH2:20]2)=[O:13])[N:10]=1 |f:1.2|. The yield is 69.9%. Solvent: CN(C=O)C (N,N-dimethylformamide). Starting materials: ClCC(=O)NC=1SC=C(N1)/C(/C(=O)N[C@H]1[C@H]2SC[C@@H]3CC(O[C@@]3(N2C1=O)C(=O)OCC1=CC=C(C=C1)[N+](=O)[O-])=O)=N/OC ((4-nitro)benzyl (2R, 6R, 9R, 10R)-10-[2-(2-chloroacetamidothiazol-4-yl)-(Z)-2-methoxyiminoacetamido]-4,11-dioxo-3-oxa-8-thia-1-azatricyclo[7,2,0,02,6 ]undecane-2-carboxylate), CNC([S-])=S.[Na+] (sodium N-methyldithiocarbamate), C(C)(=O)OCC (ethyl acetate). Yields the product NC=1SC=C(N1)/C(/C(=O)N[C@H]1[C@H]2SC[C@@H]3CC(O[C@@]3(N2C1=O)C(=O)OCC1=CC=C(C=C1)[N+](=O)[O-])=O)=N/OC ((4-nitro)benzyl (2R, 6R, 9R, 10R)-10-[2-(2-aminothiazol-4-yl)-(Z)-2-methoxyiminoacetamido]-4,11-dioxo-3-oxa-8-thia-1-azatricyclo[7,2,0,02,6 ]undecane-2-carboxylate). Procedure details: In 5 ml of anhydrous N,N-dimethylformamide was dissolved 0.334 g of the compound obtained in Example 16, to which was added 0.132 g of sodium N-methyldithiocarbamate, folowed by stirring at room temperature for 1.5 hour. To the reaction mixture was added 30 ml of ethyl acetate, which was washed with water and then dried (MgSO4). The solvent was distilled off under reduced pressure, and the residue was subjected to a silica gel column chromatography, followed by elution with ethyl acetate-chlorof... Reactants: CCOC(=O)C(CCc1ccccc1N)NC(=O)OC(C)(C)C, CCOC(=O)C=O, CCO. Yields the product CCOC(=O)CNc1ccccc1CCC(NC(=O)OC(C)(C)C)C(=O)OCC. RXN SMILES: [C:1]([CH3:2])([CH3:3])([CH3:4])[O:5][C:6](=[O:7])[NH:8][CH:9]([C:10](=[O:11])[O:12][CH2:13][CH3:14])[CH2:15][CH2:16][c:17]1[c:18]([NH2:23])[cH:19][cH:20][cH:21][cH:22]1.[C:24]([CH:25]=[O:26])(=[O:27])[O:28][CH2:29][CH3:30].[CH3:31][CH2:32][OH:33]>>[C:1]([CH3:2])([CH3:3])([CH3:4])[O:5][C:6](=[O:7])[NH:8][CH:9]([C:10](=[O:11])[O:12][CH2:13][CH3:14])[CH2:15][CH2:16][c:17]1[c:18]([NH:23][CH2:25][C:24](=[O:27])[O:28][CH2:29][CH3:30])[cH:19][cH:20][cH:21][cH:22]1. The reactants are CN(C)CCCCl, Oc1ccc(Nc2nccc(-c3cccnc3)n2)cc1. Yields the product CN(C)CCCOc1ccc(Nc2nccc(-c3cccnc3)n2)cc1. RXN SMILES: [CH3:21][N:22]([CH2:23][CH2:24][CH2:25][Cl:26])[CH3:27].[n:1]1[cH:2][c:3](-[c:7]2[n:8][c:9]([NH:13][c:14]3[cH:15][cH:16][c:17]([OH:20])[cH:18][cH:19]3)[n:10][cH:11][cH:12]2)[cH:4][cH:5][cH:6]1>>[n:1]1[cH:2][c:3](-[c:7]2[n:8][c:9]([NH:13][c:14]3[cH:15][cH:16][c:17]([O:20][CH2:25][CH2:24][CH2:23][N:22]([CH3:21])[CH3:27])[cH:18][cH:19]3)[n:10][cH:11][cH:12]2)[cH:4][cH:5][cH:6]1. Starting materials: O1CC(C2=C1C=CC=C2)=O (3-benzofuranone), C(=O)(OC)C=P(C1=CC=CC=C1)(C1=CC=CC=C1)C1=CC=CC=C1 (carbomethoxymethylenetriphenylphosphorane). Solvent: C1(=CC=CC=C1)C (toluene). The product is O1C(=CC2=C1C=CC=C2)CC(=O)O (3-benzofuranacetic acid). Yield: 94.6%. As a reaction SMILES: [O:1]1[C:5]2[CH:6]=[CH:7][CH:8]=[CH:9][C:4]=2[C:3](=O)[CH2:2]1.[C:11]([CH:15]=P(C1C=CC=CC=1)(C1C=CC=CC=1)C1C=CC=CC=1)([O:13]C)=[O:12]>C1(C)C=CC=CC=1>[O:1]1[C:5]2[CH:6]=[CH:7][CH:8]=[CH:9][C:4]=2[CH:3]=[C:2]1[CH2:15][C:11]([OH:13])=[O:12]. Procedure: A mixture of 71.1 g of 3-benzofuranone [D. C. Schroeder, P. O. Corcoran, C. A. Holden, and M. C. Mulligan, J. Org. Chem., 27, 586 (1962)], 210 g of carbomethoxymethylenetriphenylphosphorane and 300 ml of toluene was heated under reflux for 8 hours. The solvent was removed and the residue stirred with ether and filtered. The filtrate was concentrated and the residue heated under reflux with 300 ml of methanol and 300 ml of 15% sodium hydroxide solution for 2 hours. The cooled mixture was diluted ...